Dataset: the Open Reaction Database (ORD), a public repository of structured organic reaction records. Task: describe an organic reaction: reactants, conditions, products, and yield The reactants are B(F)(F)F.CCOCC (boron trifluoride etherate), OC1[C@]2(CC[C@@](CO1)(C2(C)C)C)NC(C)=O (N-[(1R,5R)-2-Hydroxy-5,8,8-trimethyl-3-oxabicyclo[3.2.1]oct-1-yl]acetamide), intermediate, [SiH](CC)(CC)CC (Et3SiH). Run in ClCCl (dichloromethane). Run at time 5 hour. Product: C[C@@]12COC[C@@](CC1)(C2(C)C)NC(C)=O (N-[(1R,5R)-5,8,8-Trimethyl-3-oxabicyclo[3.2.1]oct-1-yl]acetamide). Reaction SMILES: O[CH:2]1[O:8][CH2:7][C@@:6]2([CH3:12])[C:9]([CH3:11])([CH3:10])[C@:3]1([NH:13][C:14](=[O:16])[CH3:15])[CH2:4][CH2:5]2.[SiH](CC)(CC)CC.B(F)(F)F.CCOCC>ClCCl>[CH3:12][C@:6]12[C:9]([CH3:10])([CH3:11])[C@:3]([NH:13][C:14](=[O:16])[CH3:15])([CH2:4][CH2:5]1)[CH2:2][O:8][CH2:7]2 |f:2.3|. Procedure: To a stirred solution of step 2 intermediate (0.2 g, 0.88 mmol) in dry dichloromethane (5 mL) under nitrogen atmosphere, was added Et3SiH (0.84 mL; 5.28 mmol) at 0° C. To this boron trifluoride etherate (0.33 mL, 2.6 mmol) was added dropwise over a period of 10 minutes. Stirring was continued for 5 hours at room temperature. After completion, the reaction mixture was quenched with saturated NaHCO3 solution and extracted with dichloromethane. Organic layer was separated and dried over anhydrous N... RXN SMILES: [Na].Cl[C:3]1[N:8]=[CH:7][N:6]=[C:5]([N:9]2[CH:13]=[CH:12][CH:11]=[N:10]2)[CH:4]=1.[CH3:14][OH:15]>>[CH3:14][O:15][C:3]1[N:8]=[CH:7][N:6]=[C:5]([N:9]2[CH:13]=[CH:12][CH:11]=[N:10]2)[CH:4]=1 |^1:0|. Run at time 8 hour. Starting materials: [Na] (sodium), CO (methanol), ClC1=CC(=NC=N1)N1N=CC=C1 (6-chloro-4-(1-pyrazolyl)pyrimidine), CO (methanol). Reported procedure: In 3 ml of anhydrous methanol, 23 mg of sodium metal was dissolved, and to the resulting solution, 180 mg of 6-chloro-4-(1-pyrazolyl)pyrimidine in 2 ml of anhydrous methanol was added dropwise with stirring at room temperature in a stream of nitrogen overnight. The solvent was distilled off under reduced pressure, and the residue was extracted with 20 ml of methylene chloride. The organic layer was washed with 5 ml of saturated sodium chloride solution, and dried over anhydrous sodium sulfate. T... Yields the product COC1=CC(=NC=N1)N1N=CC=C1 (6-methoxy-4-(1-pyrazolyl)pyrimidine). Starting materials: ICC(CCCCCCCCCC)NC(OC(C)(C)C)=O (tert-Butyl N-[1-(R/S)-(iodomethyl)undecyl]carbamate), [N-]=[N+]=[N-].[Na+] (Sodium azide). Run in CN(C)C=O (DMF). Run at temperature 110 celsius, time 12 hour. Product: N(=[N+]=[N-])CC(CCCCCCCCCC)NC(OC(C)(C)C)=O (tert-Butyl N-[1-(R/S)-(azidomethyl)undecyl]carbamate). Yield: 50.4%. As a reaction SMILES: I[CH2:2][CH:3]([NH:14][C:15](=[O:21])[O:16][C:17]([CH3:20])([CH3:19])[CH3:18])[CH2:4][CH2:5][CH2:6][CH2:7][CH2:8][CH2:9][CH2:10][CH2:11][CH2:12][CH3:13].[N-:22]=[N+:23]=[N-:24].[Na+]>CN(C=O)C>[N:22]([CH2:2][CH:3]([NH:14][C:15](=[O:21])[O:16][C:17]([CH3:20])([CH3:19])[CH3:18])[CH2:4][CH2:5][CH2:6][CH2:7][CH2:8][CH2:9][CH2:10][CH2:11][CH2:12][CH3:13])=[N+:23]=[N-:24] |f:1.2|. Reported procedure: tert-Butyl N-[1-(R/S)-(iodomethyl)undecyl]carbamate 62 (250 mg, 0.608 mmol) was dissolved in abs. DMF (10 ml). Sodium azide (79.0 mg, 1.22 mmol) was added to the solution, which was subsequently stirred at 110° C. for 12 hours. Following evaporation, the residue was taken up in CH2Cl2 (50 ml) and was washed with NaHCO3(sat, aq) (1×50 ml). The organic phase was dried over MgSO4, filtered and evaporated. The residue was purified by column chromatography in hexane:ether 10:1 (v/v) to give 63 (100 m... Reactants: COC(=O)c1ccc(CBr)cc1, CC(C)(C)c1cc(C(C)(C)C)[nH]n1, CN(C)C=O, [H-], [H][H], [Na+], O. Yields the product COC(=O)c1ccc(Cn2nc(C(C)(C)C)cc2C(C)(C)C)cc1. Reaction SMILES: [Br:18][CH2:19][c:20]1[cH:21][cH:22][c:23]([C:24](=[O:25])[O:26][CH3:27])[cH:28][cH:29]1.[C:1]([CH3:2])([CH3:3])([CH3:4])[c:5]1[n:6][nH:7][c:8]([C:10]([CH3:11])([CH3:12])[CH3:13])[cH:9]1.[CH3:30][N:31]([CH3:32])[CH:33]=[O:34].[H-:14].[H:16][H:17].[Na+:15].[OH2:35]>>[C:1]([CH3:2])([CH3:3])([CH3:4])[c:5]1[n:6][n:7]([CH2:19][c:20]2[cH:21][cH:22][c:23]([C:24](=[O:25])[O:26][CH3:27])[cH:28][cH:29]2)[c:8]([C:10]([CH3:11])([CH3:12])[CH3:13])[cH:9]1. The reactants are COC(=O)c1c(OCc2ccccc2)c(=O)c(C(=O)NCc2ccc(F)cc2)cn1CC=O, CO, ClCCl, Cl, Cl, COCCN1CCC(C)N2C(=O)c3c(OCc4ccccc4)c(=O)c(C(=O)NCc4ccc(F)cc4)cn3CC12, COCCNCCC(C)N. The product is COCCN1CCC(C)N2C(=O)c3c(O)c(=O)c(C(=O)NCc4ccc(F)cc4)cn3CC12. As a reaction SMILES: [CH3:1][O:2][C:3]([c:4]1[n:5]([CH2:6][CH:7]=[O:8])[cH:9][c:10]([C:11](=[O:12])[NH:13][CH2:14][c:15]2[cH:16][cH:17][c:18]([F:19])[cH:20][cH:21]2)[c:22](=[O:23])[c:24]1[O:25][CH2:26][c:27]1[cH:28][cH:29][cH:30][cH:31][cH:32]1)=[O:33].[CH3:89][OH:90].[Cl:86][CH2:87][Cl:88].[ClH:34].[ClH:35].[F:46][c:47]1[cH:48][cH:49][c:50]([CH2:53][NH:54][C:55](=[O:56])[c:57]2[c:58](=[O:85])[c:59]([O:77][CH2:78][c:79]3[cH:80][cH:81][cH:82][cH:83][cH:84]3)[c:60]3[n:61]([cH:76]2)[CH2:62][CH:63]2[N:64]([CH:65]([CH3:73])[CH2:66][CH2:67][N:68]2[CH2:69][CH2:70][O:71][CH3:72])[C:74]3=[O:75])[cH:51][cH:52]1.[NH2:36][CH:37]([CH3:38])[CH2:39][CH2:40][NH:41][CH2:42][CH2:43][O:44][CH3:45]>>[F:46][c:47]1[cH:48][cH:49][c:50]([CH2:53][NH:54][C:55](=[O:56])[c:57]2[c:58](=[O:85])[c:59]([OH:77])[c:60]3[n:61]([cH:76]2)[CH2:62][CH:63]2[N:64]([CH:65]([CH3:73])[CH2:66][CH2:67][N:68]2[CH2:69][CH2:70][O:71][CH3:72])[C:74]3=[O:75])[cH:51][cH:52]1. RXN SMILES: [Br:1][c:2]1[c:3]([CH3:33])[c:4]2[c:5]([n:6][c:7]([NH:10][c:11]3[n:12][cH:13][c:14]([N:17]4[CH2:18][CH:19]([CH3:24])[O:20][CH:21]([CH3:23])[CH2:22]4)[cH:15][cH:16]3)[n:8][cH:9]2)[n:25]([CH:28]2[CH2:29][CH2:30][CH2:31][CH2:32]2)[c:26]1=[O:27].[CH2:34]([Sn:35]([CH2:36][CH2:37][CH2:38][CH3:44])([C:39](=[CH2:40])[O:41][CH2:42][CH3:43])[CH2:45][CH2:46][CH2:47][CH3:48])[CH2:49][CH2:50][CH3:51].[CH3:52][c:53]1[cH:54][cH:55][cH:56][cH:57][cH:58]1.[cH:59]1[cH:60][cH:61][c:62]([P:63]([Pd:64]([P:65]([c:66]2[cH:67][cH:68][cH:69][cH:70][cH:71]2)([c:72]2[cH:73][cH:74][cH:75][cH:76][cH:77]2)[c:78]2[cH:79][cH:80][cH:81][cH:82][cH:83]2)([P:84]([c:85]2[cH:86][cH:87][cH:88][cH:89][cH:90]2)([c:91]2[cH:92][cH:93][cH:94][cH:95][cH:96]2)[c:97]2[cH:98][cH:99][cH:100][cH:101][cH:102]2)[P:103]([c:104]2[cH:105][cH:106][cH:107][cH:108][cH:109]2)([c:110]2[cH:111][cH:112][cH:113][cH:114][cH:115]2)[c:116]2[cH:117][cH:118][cH:119][cH:120][cH:121]2)([c:122]2[cH:123][cH:124][cH:125][cH:126][cH:127]2)[c:128]2[cH:129][cH:130][cH:131][cH:132][cH:133]2)[cH:134][cH:135]1>>[c:2]1([C:39](=[CH2:40])[O:41][CH2:42][CH3:43])[c:3]([CH3:33])[c:4]2[c:5]([n:6][c:7]([NH:10][c:11]3[n:12][cH:13][c:14]([N:17]4[CH2:18][CH:19]([CH3:24])[O:20][CH:21]([CH3:23])[CH2:22]4)[cH:15][cH:16]3)[n:8][cH:9]2)[n:25]([CH:28]2[CH2:29][CH2:30][CH2:31][CH2:32]2)[c:26]1=[O:27]. The reactants are Cc1c(Br)c(=O)n(C2CCCC2)c2nc(Nc3ccc(N4CC(C)OC(C)C4)cn3)ncc12, C=C(OCC)[Sn](CCCC)(CCCC)CCCC, Cc1ccccc1, c1ccc(P(c2ccccc2)(c2ccccc2)[Pd](P(c2ccccc2)(c2ccccc2)c2ccccc2)(P(c2ccccc2)(c2ccccc2)c2ccccc2)P(c2ccccc2)(c2ccccc2)c2ccccc2)cc1. The product is C=C(OCC)c1c(C)c2cnc(Nc3ccc(N4CC(C)OC(C)C4)cn3)nc2n(C2CCCC2)c1=O. Starting materials: CCN(C(C)C)C(C)C, ClCCl, O=C(OCc1ccccc1)C1CC2=C(CCCC2)N1, Cc1ccc(S(=O)(=O)OC(C)C(=O)Cl)cc1. Product: Cc1ccc(S(=O)(=O)OC(C)C(=O)N2C3=C(CCCC3)CC2C(=O)OCc2ccccc2)cc1. As a reaction SMILES: [CH:20]([N:21]([CH:22]([CH3:23])[CH3:24])[CH2:25][CH3:26])([CH3:27])[CH3:28].[Cl:45][CH2:46][Cl:47].[NH:1]1[CH:2]([C:10](=[O:11])[O:12][CH2:13][c:14]2[cH:15][cH:16][cH:17][cH:18][cH:19]2)[CH2:3][C:4]2=[C:9]1[CH2:8][CH2:7][CH2:6][CH2:5]2.[c:29]1([CH3:44])[cH:30][cH:31][c:32]([S:35](=[O:36])(=[O:37])[O:38][CH:39]([C:40](=[O:41])[Cl:42])[CH3:43])[cH:33][cH:34]1>>[N:1]1([C:40]([CH:39]([O:38][S:35]([c:32]2[cH:31][cH:30][c:29]([CH3:44])[cH:34][cH:33]2)(=[O:36])=[O:37])[CH3:43])=[O:41])[CH:2]([C:10](=[O:11])[O:12][CH2:13][c:14]2[cH:15][cH:16][cH:17][cH:18][cH:19]2)[CH2:3][C:4]2=[C:9]1[CH2:8][CH2:7][CH2:6][CH2:5]2. Starting materials: S(=O)(=O)(C1=CC=C(C)C=C1)Cl (tosyl chloride), C(CCCCC)C1=CC=C(C=C1)CCCCO (4-(4-Hexylphenyl)butanol), ice water. The solvent is N1=CC=CC=C1 (pyridine). Conditions: time 8 hour. The product is C1(=CC=C(C=C1)S(=O)(=O)OCCCCC1=CC=C(C=C1)CCCCCC)C (4-(4-hexylphenyl)butyl p-toluenesulfonate). Isolated yield 26.7%. RXN SMILES: [CH2:1]([C:7]1[CH:12]=[CH:11][C:10]([CH2:13][CH2:14][CH2:15][CH2:16][OH:17])=[CH:9][CH:8]=1)[CH2:2][CH2:3][CH2:4][CH2:5][CH3:6].[S:18](Cl)([C:21]1[CH:27]=[CH:26][C:24]([CH3:25])=[CH:23][CH:22]=1)(=[O:20])=[O:19]>N1C=CC=CC=1>[C:24]1([CH3:25])[CH:26]=[CH:27][C:21]([S:18]([O:17][CH2:16][CH2:15][CH2:14][CH2:13][C:10]2[CH:9]=[CH:8][C:7]([CH2:1][CH2:2][CH2:3][CH2:4][CH2:5][CH3:6])=[CH:12][CH:11]=2)(=[O:20])=[O:19])=[CH:22][CH:23]=1. Reported procedure: 4-(4-Hexylphenyl)butanol (5.0 g) was dissolved in 20 ml of pyridine and 4.88 g of tosyl chloride was added thereto. The reaction mixture was left standing at room temperature overnight. The reaction mixture was poured into ice water and extracted with ethyl acetate. The extract was washed with 2 N hydrochloric acid, a saturated aqueous sodium bicarbonate solution and saturated brine in order and concentrated. The residue was purified by silica gel column chromatography (ethyl acetate:hexane=1:7)...